From a dataset of the Open Reaction Database (ORD), a public repository of structured organic reaction records. describe an organic reaction: reactants, conditions, products, and yield The reactants are ClC1=NN(C=C1NCC)C=1C=NC=CC1 (3-chloro-N-ethyl-1-(pyridin-3-yl)-1H-pyrazol-4-amine), CN(C(C1=CC=CC=C1)=O)CC(=O)O (2-(N-methylbenzamido)acetic acid), C1CCC(CC1)N=C=NC2CCCCC2 (DCC). The reagents and catalysts are CN(C)C=1C=CN=CC1 (DMAP). Solvent: C(C)OCC (diethyl ether), C(Cl)Cl (CH2Cl2). Reaction conditions: time 8 hour. Product: ClC1=NN(C=C1N(C(CN(C(C1=CC=CC=C1)=O)C)=O)CC)C=1C=NC=CC1 (N-(2-((3-chloro-1-(pyridin-3-yl)-1H-pyrazol-4-yl)(ethyl)amino)-2-oxoethyl)-N-methylbenzamide), solid. The yield is 87.0%. Reaction SMILES: [Cl:1][C:2]1[C:6]([NH:7][CH2:8][CH3:9])=[CH:5][N:4]([C:10]2[CH:11]=[N:12][CH:13]=[CH:14][CH:15]=2)[N:3]=1.[CH3:16][N:17]([CH2:26][C:27]([OH:29])=O)[C:18](=[O:25])[C:19]1[CH:24]=[CH:23][CH:22]=[CH:21][CH:20]=1.C1CCC(N=C=NC2CCCCC2)CC1>CN(C1C=CN=CC=1)C.C(OCC)C.C(Cl)Cl>[Cl:1][C:2]1[C:6]([N:7]([CH2:8][CH3:9])[C:27](=[O:29])[CH2:26][N:17]([CH3:16])[C:18](=[O:25])[C:19]2[CH:20]=[CH:21][CH:22]=[CH:23][CH:24]=2)=[CH:5][N:4]([C:10]2[CH:11]=[N:12][CH:13]=[CH:14][CH:15]=2)[N:3]=1. Procedure details: A solution of 3-chloro-N-ethyl-1-(pyridin-3-yl)-1H-pyrazol-4-amine (0.075 g, 0.34 mmol), 2-(N-methylbenzamido)acetic acid (0.098 g, 0.51 mmol), and DMAP (0.062 g, 0.51 mmol) in dry diethyl ether (1.0 mL) and dry CH2Cl2 (1.1 mL) was cooled to a temperature of about 0° C. under N2. DCC (0.17 g, 0.81 mmol) was added, and the reaction was slowly warmed up to room temperature under N2, then stirred at room temperature overnight. The reaction mixture was filtered using additional CH2Cl2 (0.5 mL) to re... The reactants are Cc1cc(Cl)c(OCCOc2ccc(CC(CNC(=O)OC(C)(C)C)C(=O)N(Cc3ccncc3)C3CC3)cc2)c(Cl)c1, ClCCl, O=C(OO)c1cccc(Cl)c1. The product is Cc1cc(Cl)c(OCCOc2ccc(CC(CNC(=O)OC(C)(C)C)C(=O)N(Cc3cc[n+]([O-])cc3)C3CC3)cc2)c(Cl)c1. Reaction SMILES: [CH:1]1([N:4]([C:5]([CH:6]([CH2:7][NH:8][C:9]([O:10][C:11]([CH3:12])([CH3:13])[CH3:14])=[O:15])[CH2:16][c:17]2[cH:18][cH:19][c:20]([O:23][CH2:24][CH2:25][O:26][c:27]3[c:28]([Cl:35])[cH:29][c:30]([CH3:34])[cH:31][c:32]3[Cl:33])[cH:21][cH:22]2)=[O:36])[CH2:37][c:38]2[cH:39][cH:40][n:41][cH:42][cH:43]2)[CH2:2][CH2:3]1.[Cl:55][CH2:56][Cl:57].[OH:44][O:45][C:46]([c:47]1[cH:48][c:49]([Cl:50])[cH:51][cH:52][cH:53]1)=[O:54]>>[CH:1]1([N:4]([C:5]([CH:6]([CH2:7][NH:8][C:9]([O:10][C:11]([CH3:12])([CH3:13])[CH3:14])=[O:15])[CH2:16][c:17]2[cH:18][cH:19][c:20]([O:23][CH2:24][CH2:25][O:26][c:27]3[c:28]([Cl:35])[cH:29][c:30]([CH3:34])[cH:31][c:32]3[Cl:33])[cH:21][cH:22]2)=[O:36])[CH2:37][c:38]2[cH:39][cH:40][n+:41]([O-:44])[cH:42][cH:43]2)[CH2:2][CH2:3]1.